Task: describe an organic reaction: reactants, conditions, products, and yield. Dataset: the Open Reaction Database (ORD), a public repository of structured organic reaction records Reactants: CS(=O)c1nccc(-c2ccc(S(=O)(=O)NC3CCN(Cc4cccc(C#N)c4)C3=O)s2)n1, CS(=O)(=O)c1nccc(-c2ccc(S(=O)(=O)NC3CCN(Cc4cccc(C#N)c4)C3=O)s2)n1, CO. The product is COc1nccc(-c2ccc(S(=O)(=O)NC3CCN(Cc4cccc(C#N)c4)C3=O)s2)n1. RXN SMILES: [C:1](#[N:2])[c:3]1[cH:4][c:5]([CH2:6][N:7]2[C:8](=[O:30])[CH:9]([NH:12][S:13](=[O:14])(=[O:15])[c:16]3[s:17][c:18](-[c:21]4[n:22][c:23]([S:27]([CH3:28])=[O:29])[n:24][cH:25][cH:26]4)[cH:19][cH:20]3)[CH2:10][CH2:11]2)[cH:31][cH:32][cH:33]1.[C:34]([c:35]1[cH:36][c:37]([CH2:42][N:43]2[C:41](=[O:64])[CH:46]([NH:47][S:48]([c:49]3[s:50][c:51](-[c:52]4[cH:53][cH:54][n:55][c:56]([S:57]([CH3:58])(=[O:59])=[O:60])[n:61]4)[cH:62][cH:63]3)(=[O:65])=[O:66])[CH2:45][CH2:44]2)[cH:38][cH:39][cH:40]1)#[N:67].[CH3:68][OH:69]>>[C:1](#[N:2])[c:3]1[cH:4][c:5]([CH2:6][N:7]2[C:8](=[O:30])[CH:9]([NH:12][S:13](=[O:14])(=[O:15])[c:16]3[s:17][c:18](-[c:21]4[n:22][c:23]([O:64][CH3:41])[n:24][cH:25][cH:26]4)[cH:19][cH:20]3)[CH2:10][CH2:11]2)[cH:31][cH:32][cH:33]1. The reactants are Cl (HCl), aqueous solution, [OH-].[Na+] (NaOH), ClC=1C=C(C=C(C1)CNC1=CC=C(C=C1)C1=CC=C(C=C1)F)C=1C=CC(=NC1)C(=O)NCCC(=O)OCC (ethyl 3-(5-(3-chloro-5-(((4′-fluoro-[1,1′-biphenyl]-4-yl)amino)methyl)phenyl)picolinamido)propanoate). The solvent is C1CCOC1 (THF). Reaction conditions: temperature 40 celsius. Product: ClC=1C=C(C=C(C1)CNC1=CC=C(C=C1)C1=CC=C(C=C1)F)C=1C=CC(=NC1)C(=O)NCCC(=O)O (3-(5-(3-chloro-5-(((4′-fluoro-[1,1′-biphenyl]-4-yl)amino)methyl)phenyl)picolinamido)propanoic acid). As a reaction SMILES: [OH-].[Na+].[Cl:3][C:4]1[CH:5]=[C:6]([C:25]2[CH:26]=[CH:27][C:28]([C:31]([NH:33][CH2:34][CH2:35][C:36]([O:38]CC)=[O:37])=[O:32])=[N:29][CH:30]=2)[CH:7]=[C:8]([CH2:10][NH:11][C:12]2[CH:17]=[CH:16][C:15]([C:18]3[CH:23]=[CH:22][C:21]([F:24])=[CH:20][CH:19]=3)=[CH:14][CH:13]=2)[CH:9]=1.Cl>C1COCC1>[Cl:3][C:4]1[CH:5]=[C:6]([C:25]2[CH:26]=[CH:27][C:28]([C:31]([NH:33][CH2:34][CH2:35][C:36]([OH:38])=[O:37])=[O:32])=[N:29][CH:30]=2)[CH:7]=[C:8]([CH2:10][NH:11][C:12]2[CH:17]=[CH:16][C:15]([C:18]3[CH:19]=[CH:20][C:21]([F:24])=[CH:22][CH:23]=3)=[CH:14][CH:13]=2)[CH:9]=1 |f:0.1|. Reported procedure: A 1M aqueous solution of NaOH (0.47 mL, 0.47 mmol) was added to a THF solution (5 mL) of ethyl 3-(5-(3-chloro-5-(((4′-fluoro-[1,1′-biphenyl]-4-yl)amino)methyl)phenyl)picolinamido)propanoate (100 mg, 0.19 mmol) and the resulting mixture was heated to 40° C. After 4 h the resulting mixture was acidified with 1 M HCl and the aqueous phase was extracted with EtOAc. The combined organics were washed with water, dried (Na2SO4), and concentrated to yield the title compound. Reactants: CC(C)(C)OC(=O)N(C(=O)OC(C)(C)C)C1=NC2(c3cc(Cl)cc(N=[N+]=[N-])c3)CCCC2CS1, CO, O=C[O-], [NH4+], [Zn]. Product: CC(C)(C)OC(=O)N(C(=O)OC(C)(C)C)C1=NC2(c3cc(N)cc(Cl)c3)CCCC2CS1. As a reaction SMILES: [C:5]([CH3:6])([CH3:7])([CH3:8])[O:9][C:10](=[O:11])[N:12]([C:13](=[O:14])[O:15][C:16]([CH3:17])([CH3:18])[CH3:19])[C:20]1=[N:25][C:24]2([c:29]3[cH:30][c:31]([N:36]=[N+:37]=[N-:38])[cH:32][c:33]([Cl:35])[cH:34]3)[CH:23]([CH2:22][S:21]1)[CH2:28][CH2:27][CH2:26]2.[CH3:39][OH:40].[CH:1]([O-:2])=[O:3].[NH4+:4].[Zn:41]>>[C:5]([CH3:6])([CH3:7])([CH3:8])[O:9][C:10](=[O:11])[N:12]([C:13](=[O:14])[O:15][C:16]([CH3:17])([CH3:18])[CH3:19])[C:20]1=[N:25][C:24]2([c:29]3[cH:30][c:31]([NH2:36])[cH:32][c:33]([Cl:35])[cH:34]3)[CH:23]([CH2:22][S:21]1)[CH2:28][CH2:27][CH2:26]2. Reactants: ClC1=CC=C(C(=O)N)C=C1 (4-chlorobenzamide), CC(C)(C)C=O (pivaldehyde), N1N=NC2=C1C=CC=C2 (benzotriazole), C1(=CC=C(C=C1)S(=O)(=O)O)C (p-toluenesulfonic acid). The product is N1(N=NC2=C1C=CC=C2)C(C(C)(C)C)NC(C2=CC=C(C=C2)Cl)=O (N-(1-(1H-1,2,3-benzotriazol-1-yl)-2,2-dimethylpropyl)-4-chlorobenzamide). Reaction SMILES: [Cl:1][C:2]1[CH:10]=[CH:9][C:5]([C:6]([NH2:8])=[O:7])=[CH:4][CH:3]=1.[CH3:11][C:12]([CH:15]=O)([CH3:14])[CH3:13].[NH:17]1[C:21]2[CH:22]=[CH:23][CH:24]=[CH:25][C:20]=2[N:19]=[N:18]1.C1(C)C=CC(S(O)(=O)=O)=CC=1>>[N:17]1([CH:15]([NH:8][C:6](=[O:7])[C:5]2[CH:9]=[CH:10][C:2]([Cl:1])=[CH:3][CH:4]=2)[C:12]([CH3:13])([CH3:14])[CH3:11])[C:21]2[CH:22]=[CH:23][CH:24]=[CH:25][C:20]=2[N:19]=[N:18]1. Procedure details: A suspension of 4-chlorobenzamide, pivaldehyde, benzotriazole, and p-toluenesulfonic acid were processed as described in Example 53A to provide the desired product. Reactants: ClC=1SC=C(N1)C(=O)OC (Methyl 2-chlorothiazole-4-carboxylate), C(=O)(OC(C)(C)C)N1CCNCC1 (N-Boc-piperazine), CCN(C(C)C)C(C)C (DIPEA). Run in CC(=O)N(C)C (DMA). Run at temperature 150 celsius. Yields the product COC(=O)C=1N=C(SC1)N1CCN(CC1)C(=O)OC(C)(C)C (tert-Butyl 4-[4-(methoxycarbonyl)-1,3-thiazol-2-yl]piperazine-1-carboxylate). The yield is 35.1%. Reaction SMILES: Cl[C:2]1[S:3][CH:4]=[C:5]([C:7]([O:9][CH3:10])=[O:8])[N:6]=1.[C:11]([N:18]1[CH2:23][CH2:22][NH:21][CH2:20][CH2:19]1)([O:13][C:14]([CH3:17])([CH3:16])[CH3:15])=[O:12].CCN(C(C)C)C(C)C>CC(N(C)C)=O>[CH3:10][O:9][C:7]([C:5]1[N:6]=[C:2]([N:21]2[CH2:20][CH2:19][N:18]([C:11]([O:13][C:14]([CH3:17])([CH3:16])[CH3:15])=[O:12])[CH2:23][CH2:22]2)[S:3][CH:4]=1)=[O:8]. Procedure: Methyl 2-chlorothiazole-4-carboxylate (500 mg, 2.82 mmol), N-Boc-piperazine (655 mg, 3.52 mmol) and DIPEA (736 uL, 4.22 mmol) were dissolved in DMA (10 mL) and the reaction mixture was heated in a microwave reactor at 150° C. for 45 min. The reaction mixture was partitioned between EtOAc (40 mL) and water (40 mL) and the organic fraction was washed with water (40 mL) and brine (40 mL), dried (MgSO4) and concentrated in vacuo. The residue was purified by column chromatography to give the title co... Reactants: C(C1=CC=CC=C1)[C@H]1COC[C@@H](C(O[C@H]([C@@H]1OCCC(=C)C)C)=O)NC(OC(C)(C)C)=O (tert-butyl ((3S,7S,8R,9S)-7-benzyl-9-methyl-8-((3-methylbut-3-en-1-yl)oxy)-2-oxo-1,5-dioxonan-3-yl)carbamate). Reagents/catalysts: [Pd] (Pd/C). Solvent: CCOC(=O)C (EtOAc). Reaction conditions: time 16 hour. Product: C(C1=CC=CC=C1)[C@H]1COC[C@@H](C(O[C@H]([C@@H]1OCCC(C)C)C)=O)NC(OC(C)(C)C)=O (tert-butyl ((3S,7S,8R,9S)-7-benzyl-8-(isopentyloxy)-9-methyl-2-oxo-1,5-dioxonan-3-yl)carbamate). The yield is 96.8%. As a reaction SMILES: [CH2:1]([C@@H:8]1[C@@H:16]([O:17][CH2:18][CH2:19][C:20]([CH3:22])=[CH2:21])[C@H:15]([CH3:23])[O:14][C:13](=[O:24])[C@@H:12]([NH:25][C:26](=[O:32])[O:27][C:28]([CH3:31])([CH3:30])[CH3:29])[CH2:11][O:10][CH2:9]1)[C:2]1[CH:7]=[CH:6][CH:5]=[CH:4][CH:3]=1>CCOC(C)=O.[Pd]>[CH2:1]([C@@H:8]1[C@@H:16]([O:17][CH2:18][CH2:19][CH:20]([CH3:22])[CH3:21])[C@H:15]([CH3:23])[O:14][C:13](=[O:24])[C@@H:12]([NH:25][C:26](=[O:32])[O:27][C:28]([CH3:30])([CH3:29])[CH3:31])[CH2:11][O:10][CH2:9]1)[C:2]1[CH:7]=[CH:6][CH:5]=[CH:4][CH:3]=1. Procedure: To a solution of tert-butyl ((3S,7S,8R,9S)-7-benzyl-9-methyl-8-((3-methylbut-3-en-1-yl)oxy)-2-oxo-1,5-dioxonan-3-yl)carbamate (100 mg, 0.223 mmol, 1.00 equiv) in EtOAc (3 mL) was added 10% Pd/C (12 mg, 0.011 mmol, 0.05 equiv). The resulting suspension was stirred under an atmosphere of H2 (balloon pressure) for 16 h and filtered through a plug of Celite®. The filtrate was concentrated to provide tert-butyl ((3S,7S,8R,9S)-7-benzyl-8-(isopentyloxy)-9-methyl-2-oxo-1,5-dioxonan-3-yl)carbamate (97 mg... The reactants are [Cl-], O=C1Nc2ccccc2C2(CCN(C(=O)c3c[nH]c4cc(Cl)ccc34)CC2)O1, O=C(Cl)c1cccc(F)c1, [H-], [NH4+], [Na+], CN(C)C=O. Yields the product O=C1Nc2ccccc2C2(CCN(C(=O)c3cn(C(=O)c4cccc(F)c4)c4cc(Cl)ccc34)CC2)O1. RXN SMILES: [Cl-:41].[Cl:1][c:2]1[cH:3][cH:4][c:5]2[c:6]([C:11](=[O:12])[N:13]3[CH2:14][CH2:15][C:16]4([O:17][C:18](=[O:26])[NH:19][c:20]5[c:21]4[cH:22][cH:23][cH:24][cH:25]5)[CH2:27][CH2:28]3)[cH:7][nH:8][c:9]2[cH:10]1.[F:31][c:32]1[cH:33][c:34]([C:35](=[O:36])[Cl:37])[cH:38][cH:39][cH:40]1.[H-:30].[NH4+:42].[Na+:29].[O:43]=[CH:44][N:45]([CH3:46])[CH3:47]>>[Cl:1][c:2]1[cH:3][cH:4][c:5]2[c:6]([C:11](=[O:12])[N:13]3[CH2:14][CH2:15][C:16]4([O:17][C:18](=[O:26])[NH:19][c:20]5[c:21]4[cH:22][cH:23][cH:24][cH:25]5)[CH2:27][CH2:28]3)[cH:7][n:8]([C:35]([c:34]3[cH:33][c:32]([F:31])[cH:40][cH:39][cH:38]3)=[O:36])[c:9]2[cH:10]1. Starting materials: ClCC=1N=C(SC1)C (4-Chloromethyl-2-methylthiazole), C(C)OC(CN)OCC (aminoacetaldehyde diethyl acetal). Run in O1CCCC1 (tetrahydrofuran). Reaction conditions: time 16 hour. Product: C(C)OC(CNCC=1N=C(SC1)C)OCC (N-(2,2-diethoxyethyl)-N-[(2-methyl-1,3-thiazol-4-yl)methyl]amine). Isolated yield 76.0%. As a reaction SMILES: Cl[CH2:2][C:3]1[N:4]=[C:5]([CH3:8])[S:6][CH:7]=1.[CH2:9]([O:11][CH:12]([O:15][CH2:16][CH3:17])[CH2:13][NH2:14])[CH3:10]>O1CCCC1>[CH2:9]([O:11][CH:12]([O:15][CH2:16][CH3:17])[CH2:13][NH:14][CH2:2][C:3]1[N:4]=[C:5]([CH3:8])[S:6][CH:7]=1)[CH3:10]. Procedure: 4-Chloromethyl-2-methylthiazole (0.6 g, 4 mmol) was added to aminoacetaldehyde diethyl acetal (5 mL, 10 equivalents) dissolved in tetrahydrofuran (15 mL) at 25° C., and the mixture was stirred for 16 h. The solvents were evaporated and the excess aldehyde was distilled from the crude mixture. The crude residue was purified using dichloromethane—dichloromethane/10% methanol to give 0.76 g (76%) of the title compound. Procedure: Following the procedure described in Example 43, 0.3 g of isomer B of t-butyl α-[6-(1-ethoxycarbonyl-3-phenylpropylamino)-5-oxo-2-(2-thienyl)perhydro-1,4-thiazepin-4-yl]acetate [obtained as described in Example 49(h)], was de-t-butyrated using trifluoroacetic acid to afford the desired product as a crystalline powder in a yield of 83 mg. The product softened at about 135° C. and melted at 168° C. Reactants: C(C)OC(=O)C(CCC1=CC=CC=C1)NC1C(N(CC(SC1)C=1SC=CC1)CC(=O)OC(C)(C)C)=O (t-butyl α-[6-(1-ethoxycarbonyl-3-phenylpropylamino)-5-oxo-2-(2-thienyl)perhydro-1,4-thiazepin-4-yl]acetate), FC(C(=O)O)(F)F (trifluoroacetic acid). The product is C(C)OC(=O)C(CCC1=CC=CC=C1)NC1C(N(CC(SC1)C=1SC=CC1)CC(=O)O)=O (α-[6-(1-Ethoxycarbonyl-3-phenylpropylamino)-5-oxo-2-(2-thienyl)perhydro-1,4-thiazepin-4-yl]acetic acid). Reaction SMILES: [CH2:1]([O:3][C:4]([CH:6]([NH:15][CH:16]1[CH2:22][S:21][CH:20]([C:23]2[S:24][CH:25]=[CH:26][CH:27]=2)[CH2:19][N:18]([CH2:28][C:29]([O:31]C(C)(C)C)=[O:30])[C:17]1=[O:36])[CH2:7][CH2:8][C:9]1[CH:14]=[CH:13][CH:12]=[CH:11][CH:10]=1)=[O:5])[CH3:2].FC(F)(F)C(O)=O>>[CH2:1]([O:3][C:4]([CH:6]([NH:15][CH:16]1[CH2:22][S:21][CH:20]([C:23]2[S:24][CH:25]=[CH:26][CH:27]=2)[CH2:19][N:18]([CH2:28][C:29]([OH:31])=[O:30])[C:17]1=[O:36])[CH2:7][CH2:8][C:9]1[CH:10]=[CH:11][CH:12]=[CH:13][CH:14]=1)=[O:5])[CH3:2].